describe an organic reaction: reactants, conditions, products, and yield From a dataset of the Open Reaction Database (ORD), a public repository of structured organic reaction records. Starting materials: ClC1=CC2=C(N=C(O2)S)C=C1 (6-chloro-2-benzoxazolethiol), COC1=CC=C(C=C1)C1=CC=C(C=C1)S(=O)(=O)NC(C(=O)OC)CC1CO1 (methyl 2-[(4′-methoxy[1,1′-biphenyl]-4-yl)sulfonyl]amino-4,5-epoxypentanoate), compound 20. The product is COC1=CC=C(C=C1)C1=CC=C(C=C1)S(=O)(=O)NC(C(=O)O)CC(CSC=1OC2=C(N1)C=CC(=C2)Cl)O (2-[(4′-Methoxy[1,1′-biphenyl]-4-yl)sulfonyl]amino-4-hydroxy-5-[(6-chloro-2-benzoxazolyl)thio]-pentanoic acid). Reaction SMILES: [Cl:1][C:2]1[CH:11]=[CH:10][C:5]2[N:6]=[C:7]([SH:9])[O:8][C:4]=2[CH:3]=1.[CH3:12][O:13][C:14]1[CH:19]=[CH:18][C:17]([C:20]2[CH:25]=[CH:24][C:23]([S:26]([NH:29][CH:30]([CH2:35][CH:36]3[O:38][CH2:37]3)[C:31]([O:33]C)=[O:32])(=[O:28])=[O:27])=[CH:22][CH:21]=2)=[CH:16][CH:15]=1>>[CH3:12][O:13][C:14]1[CH:15]=[CH:16][C:17]([C:20]2[CH:21]=[CH:22][C:23]([S:26]([NH:29][CH:30]([CH2:35][CH:36]([OH:38])[CH2:37][S:9][C:7]3[O:8][C:4]4[CH:3]=[C:2]([Cl:1])[CH:11]=[CH:10][C:5]=4[N:6]=3)[C:31]([OH:33])=[O:32])(=[O:27])=[O:28])=[CH:24][CH:25]=2)=[CH:18][CH:19]=1. Procedure: Example 37 is prepared from 6-chloro-2-benzoxazolethiol and 1d using the procedure described for compound 20. The reactants are CN1C(=NC(=C1C(=O)N1CCC(CC1)N1CCCC1)C#C[Si](C)(C)C)C1=CC(=CC=C1)C(F)(F)F ([3-Methyl-2-(3-trifluoromethyl-phenyl)-5-trimethylsilanylethynyl-3H-imidazol-4-yl]-(4-pyrrolidin-1-yl-piperidin-1-yl)-methanone), C([O-])([O-])=O.[K+].[K+] (potassium carbonate). Yields the product C(#C)C1=C(N(C(=N1)C1=CC(=CC=C1)C(F)(F)F)C)C(=O)N1CCC(CC1)N1CCCC1 ([5-Ethynyl-3-methyl-2-(3-trifluoromethyl-phenyl)-3H-imidazol-4-yl]-(4-pyrrolidin-1-yl-piperidin-1-yl)-methanone). RXN SMILES: [CH3:1][N:2]1[C:6]([C:7]([N:9]2[CH2:14][CH2:13][CH:12]([N:15]3[CH2:19][CH2:18][CH2:17][CH2:16]3)[CH2:11][CH2:10]2)=[O:8])=[C:5]([C:20]#[C:21][Si](C)(C)C)[N:4]=[C:3]1[C:26]1[CH:31]=[CH:30][CH:29]=[C:28]([C:32]([F:35])([F:34])[F:33])[CH:27]=1.C(=O)([O-])[O-].[K+].[K+]>>[C:20]([C:5]1[N:4]=[C:3]([C:26]2[CH:31]=[CH:30][CH:29]=[C:28]([C:32]([F:35])([F:33])[F:34])[CH:27]=2)[N:2]([CH3:1])[C:6]=1[C:7]([N:9]1[CH2:10][CH2:11][CH:12]([N:15]2[CH2:19][CH2:18][CH2:17][CH2:16]2)[CH2:13][CH2:14]1)=[O:8])#[CH:21] |f:1.2.3|. Procedure details: In analogy to the procedure described for example 13, [3-methyl-2-(3-trifluoromethyl-phenyl)-5-trimethylsilanylethynyl-3H-imidazol-4-yl]-(4-pyrrolidin-1-yl-piperidin-1-yl)-methanone (example 40) was reacted with potassium carbonate to give the title compound as yellow oil. MS: 431.4 (MH+). Starting materials: ClC=1C=C(C=CC1F)NC1=C(C=NC2=CC(=C(C=C12)NC(C=CCBr)=O)OC)C#N (4-bromo-but-2-enoic acid[4-(3-chloro-4-fluoro-phenylamino)-3-cyano-7-methoxy-quinolin-6-yl]-amide), CC1=CN=CS1 (5-methyl thiazole). Solvent: C(C)(=O)OCC (ethyl acetate). The product is [Br-].ClC=1C=C(C=CC1F)NC1=C(C=NC2=CC(=C(C=C12)NC(=O)C=CC[N+]1=CSC(=C1)C)OC)C#N (3-{3-[4-(3-Chloro-4-fluoro-phenylamino)-3-cyano-7-methoxy-quinolin-6-ylcarbamoyl]-allyl}-5-methyl-thiazol-3-ium Bromide). Isolated yield 34.0%. As a reaction SMILES: [Cl:1][C:2]1[CH:3]=[C:4]([NH:9][C:10]2[C:19]3[C:14](=[CH:15][C:16]([O:27][CH3:28])=[C:17]([NH:20][C:21](=[O:26])[CH:22]=[CH:23][CH2:24][Br:25])[CH:18]=3)[N:13]=[CH:12][C:11]=2[C:29]#[N:30])[CH:5]=[CH:6][C:7]=1[F:8].[CH3:31][C:32]1[S:36][CH:35]=[N:34][CH:33]=1>C(OCC)(=O)C>[Br-:25].[Cl:1][C:2]1[CH:3]=[C:4]([NH:9][C:10]2[C:19]3[C:14](=[CH:15][C:16]([O:27][CH3:28])=[C:17]([NH:20][C:21]([CH:22]=[CH:23][CH2:24][N+:34]4[CH:33]=[C:32]([CH3:31])[S:36][CH:35]=4)=[O:26])[CH:18]=3)[N:13]=[CH:12][C:11]=2[C:29]#[N:30])[CH:5]=[CH:6][C:7]=1[F:8] |f:3.4|. Procedure: A solution of 0.5 g (1 mmol) of 4-bromo-but-2-enoic acid[4-(3-chloro-4-fluoro-phenylamino)-3-cyano-7-methoxy-quinolin-6-yl]-amide and 0.6 g (6.1 mmol) of 5-methyl thiazole was refluxed for 4 hr. The mixture was diluted with ethyl acetate and cooled. Solid was collected and recrystallized from methanol-acetone-ethyl acetate to give 0.2 g of the title compound as a yellow powder: mass spectrum (electrospray, m/e): M+508.0, 509.9, (M+H)+2254.4, 255.1.